This data is from the Open Reaction Database (ORD), a public repository of structured organic reaction records. The task is: describe an organic reaction: reactants, conditions, products, and yield The reactants are BrCCCCN1CSCC1=O (3-(4-bromobutyl)-4-thiazolidinone), COC1=C(C=CC=C1)N1CCNCC1 (1-(2-methoxyphenyl)piperazine), C(=O)([O-])[O-].[K+].[K+] (K2CO3), [Na+].[I-] (NaI). Run in CC#N (CH3CN). Yields the product COC1=C(C=CC=C1)N1CCN(CC1)CCCCN1CSCC1=O (3-[4-[1-(2-Methoxyphenyl)-4-piperazinyl]butyl]-4-thiazolidinone). Yield: 79.3%. RXN SMILES: Br[CH2:2][CH2:3][CH2:4][CH2:5][N:6]1[C:10](=[O:11])[CH2:9][S:8][CH2:7]1.[CH3:12][O:13][C:14]1[CH:19]=[CH:18][CH:17]=[CH:16][C:15]=1[N:20]1[CH2:25][CH2:24][NH:23][CH2:22][CH2:21]1.C([O-])([O-])=O.[K+].[K+].[Na+].[I-]>CC#N>[CH3:12][O:13][C:14]1[CH:19]=[CH:18][CH:17]=[CH:16][C:15]=1[N:20]1[CH2:25][CH2:24][N:23]([CH2:2][CH2:3][CH2:4][CH2:5][N:6]2[C:10](=[O:11])[CH2:9][S:8][CH2:7]2)[CH2:22][CH2:21]1 |f:2.3.4,5.6|. Reported procedure: A suspension of 3-(4-bromobutyl)-4-thiazolidinone (3.0 g), 1-(2-methoxyphenyl)piperazine (2.43 g), anhydrous K2CO3 (3 g) and NaI (200 mg) in 100 ml of anhydrous CH3CN was heated to reflux under N2. After 18 hours the mixture was cooled to room temperature and filtered. The filtrate was concentrated in vacuo, and the residue taken up and chromatographed (silica, EtOAc eluent) to provide 3.49 g of product as a white solid, mp 80°-81° C. Reactants: [OH-].[Na+] (sodium hydroxide), solution, C(C1=CC=CC=C1)(=O)C=1C=NC(=CC1)Cl (3-benzoyl-6-chloropyridine), C(C(C)O)O (1,2-propanediol), B(F)(F)F.CCOCC (boron trifluoride etherate). Solvent: C1(=CC=CC=C1)C (toluene). The product is ClC1=CC=C(C=N1)C1(OCC(O1)C)C1=CC=CC=C1 (2-(6-chloropyridin-3-yl)-4-methyl-2-phenyl-1,3-dioxolane). Reaction SMILES: [C:1]([C:9]1[CH:10]=[N:11][C:12]([Cl:15])=[CH:13][CH:14]=1)(=[O:8])[C:2]1[CH:7]=[CH:6][CH:5]=[CH:4][CH:3]=1.[CH2:16](O)[CH:17]([OH:19])[CH3:18].B(F)(F)F.CCOCC.[OH-].[Na+]>C1(C)C=CC=CC=1>[Cl:15][C:12]1[N:11]=[CH:10][C:9]([C:1]2([C:2]3[CH:3]=[CH:4][CH:5]=[CH:6][CH:7]=3)[O:19][CH:17]([CH3:18])[CH2:16][O:8]2)=[CH:14][CH:13]=1 |f:2.3,4.5|. Procedure: To 25 ml of a solution of 1.5 g of 3-benzoyl-6-chloropyridine and 3.2 g of 1,2-propanediol in toluene, 1.2 g of boron trifluoride etherate was added. The resulting mixture was heated under reflux for six hours while removing the water thus formed therefrom. Then the reaction mixture was cooled, poured into an aqueous solution of sodium hydroxide and extracted with ether. The organic phase was washed with water and dried over anhydrous sodium sulfate. After filtering off the sodium sulfate and di...